This data is from the Open Reaction Database (ORD), a public repository of structured organic reaction records. The task is: describe an organic reaction: reactants, conditions, products, and yield Starting materials: CC1=CC2=C(SC=C2)C=C1 (5-methylbenzo[b]thiophene), [Li]C(C)(C)C (t-BuLi), C(C)I (ethyl iodide). Solvent: C1CCOC1 (THF). The product is C(C)C1=CC2=C(S1)C=CC(=C2)C (2-ethyl-5-methylbenzo[b]thiophene), light yellow liquid. Yield: 97.0%. RXN SMILES: [CH3:1][C:2]1[CH:10]=[CH:9][C:5]2[S:6][CH:7]=[CH:8][C:4]=2[CH:3]=1.[Li][C:12](C)(C)[CH3:13].C(I)C>C1COCC1>[CH2:12]([C:7]1[S:6][C:5]2[CH:9]=[CH:10][C:2]([CH3:1])=[CH:3][C:4]=2[CH:8]=1)[CH3:13]. Reported procedure: 2-ethyl-5-methylbenzo[b]thiophene was prepared in the same manner as described in Example 40A. Reaction of 5-methylbenzo[b]thiophene (3.4 mmoles, 0.50 g), t-BuLi (1.7 m, 5.1 mmoles, 3.0 ml) and ethyl iodide (6.8 mmoles, 0.54 ml) in THF (10 ml) yielded 0.58g (97%) of a light yellow liquid. Reactants: C(C(=C)C)(=O)OC (methyl methacrylate), C(C(=C)C)(=O)OC (methyl methacrylate), C(C(=C)C)(=O)OC (methyl methacrylate), CN(C)CCO (dimethylaminoethanol). Reagents/catalysts: C1=CC=CC=2SC3=CC=CC=C3NC12 (phenothiazine). The solvent is O (water). Run at temperature 80 celsius, time 4.5 hour. The product is C(C(=C)C)(=O)OCCN(C)C (dimethylaminoethyl methacrylate). Isolated yield 90.8%. As a reaction SMILES: [C:1]([O:6][CH3:7])(=[O:5])[C:2]([CH3:4])=[CH2:3].[CH3:8][N:9]([CH2:11]CO)[CH3:10]>C1C2NC3C(=CC=CC=3)SC=2C=CC=1.O>[C:1]([O:6][CH2:7][CH2:8][N:9]([CH3:11])[CH3:10])(=[O:5])[C:2]([CH3:4])=[CH2:3]. Reported procedure: Into a flask equipped with a stirrer, a thermometer and a distilling column are charged 750.8 g of methyl methacrylate, 268.7 g of dimethylaminoethanol containing 0.5% by weight of moisture, and 6.0 g of phenothiazine as a polymerization inhibitor. The mixture is heated with stirring until it boils. The reaction mixture is refluxed until the temperature at the top of the column reaches 95° C., and the azeotropic mixture of methyl methacrylate and water is then distilled at a reflux ratio of 10:1... Product: FC1=CC=C(C=C1)C1=C(C(=NC=2N(CCCC12)S(=O)(=O)C)C(C)C)/C=C/[C@H](C[C@H](CC(=O)O)O)O ((E)-(3R,5S)-7-[4-(4-fluorophenyl)-2-isopropyl-8-methanesulfonyl-5,6,7,8-tetrahydro-[1,8]naphthyridin-3-yl]-3,5-dihydroxyhept-6-enoic acid), solid. Yield: 90.0%. Starting materials: FC1=CC=C(C=C1)C1=C(C(=NC=2N(CCCC12)S(=O)(=O)C)C(C)C)C=CC1CC(OC(O1)(C)C)CC(=O)[O-] (6-{2-[4-(4-fluorophenyl)-2-isopropyl-8-methanesulfonyl-5,6,7,8-tetrahydro-[1,8]naphthyridin-3-yl]ethenyl}-2,2-dimethyl-[1,3]dioxan-4-acetate), [OH-].[Na+] (NaOH), O (Water), Cl (HCl). Run at temperature 15 celsius, time 2.5 hour. Procedure details: A solution of Part G 1,1-dimethylethyl(4R,6S)-(E)-(6-{2-[4-(4-fluorophenyl)-2-isopropyl-8-methanesulfonyl-5,6,7,8-tetrahydro-[1,8]naphthyridin-3-yl]ethenyl}-2,2-dimethyl-[1,3]dioxan-4-acetate (10.8 g, 0.018 mol) in THF/MeOH (5:2, 140 mL) was cooled to 15° C. An aqueous solution of HCl (6 N, 9.0 mL, 0.054 mol) was added over 15 min. The reaction mixture was stirred at 15° C. for 2.5 h. An aqueous solution of NaOH (2 N, 44.8 mL, 0.090 mol) was added over 15 min at 15° C. The mixture was stirred fo... Reaction SMILES: [F:1][C:2]1[CH:7]=[CH:6][C:5]([C:8]2[C:17]3[CH2:16][CH2:15][CH2:14][N:13]([S:18]([CH3:21])(=[O:20])=[O:19])[C:12]=3[N:11]=[C:10]([CH:22]([CH3:24])[CH3:23])[C:9]=2[CH:25]=[CH:26][CH:27]2[O:32]C(C)(C)[O:30][CH:29]([CH2:35][C:36]([O-:38])=[O:37])[CH2:28]2)=[CH:4][CH:3]=1.Cl.[OH-].[Na+].O>C1COCC1.CO.CCCCCCC>[F:1][C:2]1[CH:7]=[CH:6][C:5]([C:8]2[C:17]3[CH2:16][CH2:15][CH2:14][N:13]([S:18]([CH3:21])(=[O:20])=[O:19])[C:12]=3[N:11]=[C:10]([CH:22]([CH3:23])[CH3:24])[C:9]=2/[CH:25]=[CH:26]/[C@@H:27]([OH:32])[CH2:28][C@@H:29]([OH:30])[CH2:35][C:36]([OH:38])=[O:37])=[CH:4][CH:3]=1 |f:2.3,5.6|. Solvent: C1CCOC1.CO (THF MeOH), CCCCCCC (heptane).